This data is from the Open Reaction Database (ORD), a public repository of structured organic reaction records. The task is: describe an organic reaction: reactants, conditions, products, and yield Reactants: C(C)(C)(C)OC(CNC(=O)C1=C(C2(CCOCC2)C2=C(C=CC=C2C1=O)Cl)O)=O (t-butyl-N-((8-chloro-2-hydroxy-4-oxo-2′,3′,5′,6′-tetrahydro-4H-spiro[naphthalene-1,4′-pyran]-3-yl)carbonyl)glycinate). The solvent is C(=O)(C(F)(F)F)O (TFA), O (water). Run at time 30 minute. Product: ClC=1C=CC=C2C(C(=C(C3(CCOCC3)C12)O)C(=O)NCC(=O)O)=O (N-((8-chloro-2-hydroxy-4-oxo-2′,3′,5′,6′-tetrahydro-4H-spiro[naphthalene-1,4′-pyran]-3-yl)carbonyl)glycine). The yield is 97.0%. Reaction SMILES: C([O:5][C:6](=[O:29])[CH2:7][NH:8][C:9]([C:11]1[C:25](=[O:26])[C:24]2[C:19](=[C:20]([Cl:27])[CH:21]=[CH:22][CH:23]=2)[C:13]2([CH2:18][CH2:17][O:16][CH2:15][CH2:14]2)[C:12]=1[OH:28])=[O:10])(C)(C)C>C(O)(C(F)(F)F)=O.O>[Cl:27][C:20]1[CH:21]=[CH:22][CH:23]=[C:24]2[C:19]=1[C:13]1([CH2:18][CH2:17][O:16][CH2:15][CH2:14]1)[C:12]([OH:28])=[C:11]([C:9]([NH:8][CH2:7][C:6]([OH:29])=[O:5])=[O:10])[C:25]2=[O:26]. Reported procedure: A mixture of t-butyl-N-((8-chloro-2-hydroxy-4-oxo-2′,3′,5′,6′-tetrahydro-4H-spiro[naphthalene-1,4′-pyran]-3-yl)carbonyl)glycinate (0.13 g, 0.31 mmol) in 1.5 mL TFA was stirred at room temperature for 30 minutes. The mixture was diluted with 20 mL water, and a white solid precipitate formed. The solid was collected by filtration and washed with 20 mL water. The solid was dried under high vacuum to give 0.11 g off-white solid. MS m/e: (M+H)+ 366. Product: BrC=1C=C(C=CC1)NC(N(C1=CC=C(C=C1)C1CCCCC1)CC1=CC=C(C(=O)NC[C@H](C(=O)O)O)C=C1)=O ((R)-3-[4-[3-(3-Bromophenyl)-1-(4-cyclohexylphenyl)ureidomethy]benzoylamino]-2-hydroxypropionic Acid). Run in C(C)O (ethanol). Starting materials: [OH-].[Na+] (sodium hydroxide), C(C)OC([C@@H](CNC(C1=CC=C(C=C1)CN(C(=O)NC1=CC(=CC=C1)Br)C1=CC=C(C=C1)C1CCCCC1)=O)O)=O ((R)-3-{4-[3-(3-Bromophenyl)-1-(4-cyclohexylphenyl)ureidomethyl]benzoylamino}-2-hydroxypropionic acid ethyl ester), Cl (Hydrochloric acid). Yield: 39.8%. Reported procedure: (R)-3-{4-[3-(3-Bromophenyl)-1-(4-cyclohexylphenyl)ureidomethyl]benzoylamino}-2-hydroxypropionic acid ethyl ester (100 mg) was dissolved in ethanol (10 mL), 1 N sodium hydroxide (480 μL) was added and the resulting mixture was stirred at room temperature for 1 hour. 1 N Hydrochloric acid (480 μL) was added and the mixture was concentrated in vacuo. The residue was suspended in water (50 mL) and filtered to afford 38 mg of the title compound. As a reaction SMILES: C([O:3][C:4](=[O:41])[C@H:5]([OH:40])[CH2:6][NH:7][C:8](=[O:39])[C:9]1[CH:14]=[CH:13][C:12]([CH2:15][N:16]([C:27]2[CH:32]=[CH:31][C:30]([CH:33]3[CH2:38][CH2:37][CH2:36][CH2:35][CH2:34]3)=[CH:29][CH:28]=2)[C:17]([NH:19][C:20]2[CH:25]=[CH:24][CH:23]=[C:22]([Br:26])[CH:21]=2)=[O:18])=[CH:11][CH:10]=1)C.[OH-].[Na+].Cl>C(O)C>[Br:26][C:22]1[CH:21]=[C:20]([NH:19][C:17](=[O:18])[N:16]([CH2:15][C:12]2[CH:11]=[CH:10][C:9]([C:8]([NH:7][CH2:6][C@@H:5]([OH:40])[C:4]([OH:41])=[O:3])=[O:39])=[CH:14][CH:13]=2)[C:27]2[CH:32]=[CH:31][C:30]([CH:33]3[CH2:34][CH2:35][CH2:36][CH2:37][CH2:38]3)=[CH:29][CH:28]=2)[CH:25]=[CH:24][CH:23]=1 |f:1.2|. Run at time 1 hour. Product: ClC1=C(C=CC(=C1)Cl)CN1C(N(C(C2=CC=CC=C12)=S)CC(=O)O)=O (1-(2,4-Dichlorophenyl)methyl-1,4-dihydro-2-oxo-4-thioxo-3(2H)-quinazolineacetic acid). As a reaction SMILES: C(O)(=O)C.[Cl:5][C:6]1[CH:11]=[C:10]([Cl:12])[CH:9]=[CH:8][C:7]=1[CH2:13][N:14]1[C:23]2[C:18](=[CH:19][CH:20]=[CH:21][CH:22]=2)[C:17](=[S:24])[N:16]([CH2:25][C:26]([O:28]CC)=[O:27])[C:15]1=[O:31].Cl.S(=O)(=O)(O)O>O>[Cl:5][C:6]1[CH:11]=[C:10]([Cl:12])[CH:9]=[CH:8][C:7]=1[CH2:13][N:14]1[C:23]2[C:18](=[CH:19][CH:20]=[CH:21][CH:22]=2)[C:17](=[S:24])[N:16]([CH2:25][C:26]([OH:28])=[O:27])[C:15]1=[O:31]. The yield is 64.3%. The reactants are S(O)(O)(=O)=O (sulfuric acid), C(C)(=O)O (acetic acid), ClC1=C(C=CC(=C1)Cl)CN1C(N(C(C2=CC=CC=C12)=S)CC(=O)OCC)=O (ethyl 1-(2,4-dichlorophenyl)methyl-1,4-dihydro-2-oxo-4-thioxo-3(2H)-quinazolineacetate), Cl (hydrochloric acid). Reported procedure: Into 10 ml of acetic acid were dissolved 500 mg of ethyl 1-(2,4-dichlorophenyl)methyl-1,4-dihydro-2-oxo-4-thioxo-3(2H)-quinazolineacetate, and, after added 3 ml of concentrated hydrochloric acid and then 0.5 ml of concentrated sulfuric acid, the mixture was refluxed for 1 hour. After cooling by allowing to stand, the reaction mixture was poured into 200 ml of water and the deposits were collected by filtration. They were recrystallized from acetic acid to obtain 300 mg of title compound. m.p. 22... Solvent: O (water). The reactants are Cl.NO (hydroxylamine hydrochloride), O.O.O.C(C)(=O)[O-].[Na+] (sodium acetate trihydrate), Cl.NO (hydroxylamine hydrochloride), O.O.O.C(C)(=O)[O-].[Na+] (sodium acetate trihydrate), OC1=C(C(=CC=C1)O)C(CC)=O (1-(2,6-dihydroxyphenyl)-1-propanone), OC1=C(C(=CC=C1)O)C(CC)=O (1-(2,6-dihydroxyphenyl)-1-propanone). Solvent: mixture, CCO.O (EtOH H2O), O (water), mixture, CCO.O (EtOH H2O). Reaction conditions: time 8 hour. The product is OC1=C(C(=CC=C1)O)C(CC)=NO (1-(2,6-dihydroxyphenyl)-1-propanone oxime). The yield is 96.3%. RXN SMILES: Cl.[NH2:2][OH:3].O.O.O.C([O-])(=O)C.[Na+].[OH:12][C:13]1[CH:18]=[CH:17][CH:16]=[C:15]([OH:19])[C:14]=1[C:20](=O)[CH2:21][CH3:22]>CCO.O.O>[OH:12][C:13]1[CH:18]=[CH:17][CH:16]=[C:15]([OH:19])[C:14]=1[C:20](=[N:2][OH:3])[CH2:21][CH3:22] |f:0.1,2.3.4.5.6,8.9|. Procedure details: A solution of hydroxylamine hydrochloride (510 mg, 7.3 mmol) and sodium acetate trihydrate (629 mg, 4.6 mmol) dissolved in 20 ml of a mixture EtOH/H2O (7/3) was added to a solution of 1-(2,6-dihydroxyphenyl)-1-propanone (Intermediate 28, 1.0 g) in 15 ml of a mixture EtOH/H2O (7/3). After refluxing and stirring under N2 overnight, additional hydroxylamine hydrochloride (510 mg, 7.3 mmol) and sodium acetate trihydrate (629 mg, 4.6 mmol) dissolved in 4.5 mL of water were added. The reaction mixture... The reactants are CCOC(C)=O, ClC(Cl)(Cl)Cl, Cc1ccn(-c2ccc(I)cc2)n1, [N-]=[N+]=[N-], CC(C)(C#N)N=NC(C)(C)C#N, [Na+], O=C1CCC(=O)N1Br, O. Yields the product [N-]=[N+]=NCc1ccn(-c2ccc(I)cc2)n1. Reaction SMILES: [CH3:43][CH2:44][O:45][C:46]([CH3:47])=[O:48].[Cl:38][C:39]([Cl:40])([Cl:41])[Cl:42].[I:1][c:2]1[cH:3][cH:4][c:5](-[n:8]2[n:9][c:10]([CH3:13])[cH:11][cH:12]2)[cH:6][cH:7]1.[N-:34]=[N+:35]=[N-:36].[N:22]#[C:23][C:24]([N:25]=[N:26][C:27]([C:28]#[N:29])([CH3:30])[CH3:31])([CH3:32])[CH3:33].[Na+:37].[O:14]=[C:15]1[N:16]([Br:17])[C:18](=[O:19])[CH2:20][CH2:21]1.[OH2:49]>>[I:1][c:2]1[cH:3][cH:4][c:5](-[n:8]2[n:9][c:10]([CH2:13][N:34]=[N+:35]=[N-:36])[cH:11][cH:12]2)[cH:6][cH:7]1.